This data is from the Open Reaction Database (ORD), a public repository of structured organic reaction records. The task is: describe an organic reaction: reactants, conditions, products, and yield Solvent: CO (methanol), CO (methanol). Reactants: [Si](C)(C)(C(C)(C)C)O[C@@H](C(C(=O)OCC)=C)C (ethyl (3R)-3-t-butyldimethylsilyloxy-2-methylidenebutanoate), CN (methylamine). Reported procedure: To a solution of ethyl (3R)-3-t-butyldimethylsilyloxy-2-methylidenebutanoate (130 g) in methanol (1.3 l) was added a solution of 30% methylamine in methanol (63 ml). The resulting mixture was allowed to stir at ambient temperature for 2 days. Evaporation of the solvent gave ethyl (2S,3R)-3-t-butyldimethylsilyloxy-2-(methylaminomethyl)butanoate (150.0 g). Product: [Si](C)(C)(C(C)(C)C)O[C@@H]([C@@H](C(=O)OCC)CNC)C (ethyl (2S,3R)-3-t-butyldimethylsilyloxy-2-(methylaminomethyl)butanoate). As a reaction SMILES: [Si:1]([O:8][C@H:9]([CH3:17])[C:10](=[CH2:16])[C:11]([O:13][CH2:14][CH3:15])=[O:12])([C:4]([CH3:7])([CH3:6])[CH3:5])([CH3:3])[CH3:2].[CH3:18][NH2:19]>CO>[Si:1]([O:8][C@H:9]([CH3:17])[C@H:10]([CH2:16][NH:19][CH3:18])[C:11]([O:13][CH2:14][CH3:15])=[O:12])([C:4]([CH3:7])([CH3:6])[CH3:5])([CH3:2])[CH3:3]. Conditions: time 2 day. Procedure details: A mixture of tert-butyl N-{phenyl[4-(4,4,5,5-tetramethyl-1,3,2-dioxaborolan-2-yl)phenyl]methyl}carbamate (3.0 g,0.00733 mol), cis-3-iodo-1-[4-(4-methylpiperazino)-cyclohexyl]-1H-pyrazolo[3,4-d]pyrimidin-4-amine (2.4 g, 0.0054 mol), tetrakis-(triphenylphosphine)palladium (0.381 g, 0.00033 mol) and sodium carbonate monohydrate (1.69 g, 0.0136 mol) was heated in a mixture of ethylene glycol dimethyl ether (80 mL) and water (40 mL) at 80° C. for sixteen hours under an atmosphere of nitrogen. The mix... Product: NC1=C2C(=NC=N1)N(N=C2C2=CC=C(C=C2)C(NC(OC(C)(C)C)=O)C2=CC=CC=C2)[C@@H]2CC[C@@H](CC2)N2CCN(CC2)C (cis-tert-butyl N-[(4-{4-amino-1-[4-(4-methylpiperazino)cyclohexyl]-1H-pyrazolo[3,4-d]pyrimidin-3-yl}phenyl)(phenyl)-methyl]carbamate). Isolated yield 69.4%. Solvent: COCCOC (ethylene glycol dimethyl ether), O (water). Reaction SMILES: [C:1]1([CH:7]([C:16]2[CH:21]=[CH:20][C:19](B3OC(C)(C)C(C)(C)O3)=[CH:18][CH:17]=2)[NH:8][C:9](=[O:15])[O:10][C:11]([CH3:14])([CH3:13])[CH3:12])[CH:6]=[CH:5][CH:4]=[CH:3][CH:2]=1.I[C:32]1[C:40]2[C:35](=[N:36][CH:37]=[N:38][C:39]=2[NH2:41])[N:34]([C@H:42]2[CH2:47][CH2:46][C@@H:45]([N:48]3[CH2:53][CH2:52][N:51]([CH3:54])[CH2:50][CH2:49]3)[CH2:44][CH2:43]2)[N:33]=1.O.C(=O)([O-])[O-].[Na+].[Na+]>COCCOC.O>[NH2:41][C:39]1[N:38]=[CH:37][N:36]=[C:35]2[N:34]([C@H:42]3[CH2:47][CH2:46][C@@H:45]([N:48]4[CH2:49][CH2:50][N:51]([CH3:54])[CH2:52][CH2:53]4)[CH2:44][CH2:43]3)[N:33]=[C:32]([C:19]3[CH:18]=[CH:17][C:16]([CH:7]([C:1]4[CH:2]=[CH:3][CH:4]=[CH:5][CH:6]=4)[NH:8][C:9](=[O:15])[O:10][C:11]([CH3:14])([CH3:13])[CH3:12])=[CH:21][CH:20]=3)[C:40]=12 |f:2.3.4.5|. The reactants are C1(=CC=CC=C1)C(NC(OC(C)(C)C)=O)C1=CC=C(C=C1)B1OC(C(O1)(C)C)(C)C (tert-butyl N-{phenyl[4-(4,4,5,5-tetramethyl-1,3,2-dioxaborolan-2-yl)phenyl]methyl}carbamate), IC1=NN(C2=NC=NC(=C21)N)[C@@H]2CC[C@@H](CC2)N2CCN(CC2)C (cis-3-iodo-1-[4-(4-methylpiperazino)-cyclohexyl]-1H-pyrazolo[3,4-d]pyrimidin-4-amine), tetrakis-(triphenylphosphine)palladium, O.C([O-])([O-])=O.[Na+].[Na+] (sodium carbonate monohydrate). Reactants: NCCCCCCNC(=O)OCC1=CC=CC=C1 (1-amino-6-phenylmethoxycarbonylaminohexane), NCCCCCCN (1,6-diaminohexane), C(C1=CC=CC=C1)=O (benzaldehyde), S(=O)(=O)([O-])[O-].[Mg+2] (magnesium sulfate). The solvent is C(Cl)Cl (methylene chloride). The product is NCCCCCCNC1=CC=CC=C1 (1-amino-6-phenylamino-hexane). Yield: 100.0%. As a reaction SMILES: NCCCCCCNC(OC[C:13]1[CH:18]=[CH:17][CH:16]=[CH:15][CH:14]=1)=O.[NH2:19][CH2:20][CH2:21][CH2:22][CH2:23][CH2:24][CH2:25][NH2:26].C(=O)C1C=CC=CC=1.S([O-])([O-])(=O)=O.[Mg+2]>C(Cl)Cl>[NH2:19][CH2:20][CH2:21][CH2:22][CH2:23][CH2:24][CH2:25][NH:26][C:13]1[CH:14]=[CH:15][CH:16]=[CH:17][CH:18]=1 |f:3.4|. Procedure details: To prepare 1-amino-6-phenylmethoxycarbonylaminohexane (23), an equimolar mixture (0.01 mol) of 1,6-diaminohexane and benzaldehyde in 25 mL of methylene chloride was stirred for 5 hr in the presence of 1.5 g of anhydrous magnesium sulfate at room temperature. After removing the drying agent by filtration the filtrate was evaporated to dryness under reduced pressure to give 2 g (100% yield) of crude 1-amino-6-phenylamino-hexane 22 as a colorless oil; NMR(CDCl3) 1.1-1.9(m, 10H, hexane CH2 -2,-3,-4,... The reactants are C1(=CC=C(C=C1)N1[N+](=CC(=N1)O)[O-])C (2-(p-tolyl)-4-hydroxy-2H-1,2,3-triazole-1-oxide), S(O)(O)(=O)=O (sulphuric acid), C([O-])([O-])=O.[K+].[K+] (potassium carbonate), CI (methyl iodide). The solvent is CN(C=O)C (dimethyl formamide), O (water). Conditions: temperature 60 celsius, time 6 hour. Yields the product C1(=CC=C(C=C1)N1[N+](=CC(=N1)OC)[O-])C (2-(p-tolyl)-4-methoxy-2H-1,2,3-triazole-1-oxide). The yield is 64.7%. RXN SMILES: [C:1]1([CH3:14])[CH:6]=[CH:5][C:4]([N:7]2[N:11]=[C:10]([OH:12])[CH:9]=[N+:8]2[O-:13])=[CH:3][CH:2]=1.[C:15](=O)([O-])[O-].[K+].[K+].CI.S(=O)(=O)(O)O>CN(C)C=O.O>[C:1]1([CH3:14])[CH:2]=[CH:3][C:4]([N:7]2[N:11]=[C:10]([O:12][CH3:15])[CH:9]=[N+:8]2[O-:13])=[CH:5][CH:6]=1 |f:1.2.3|. Procedure details: 81.4 g of 2-(p-tolyl)-4-hydroxy-2H-1,2,3-triazole-1-oxide (m.p. 150°-154° C. with decomp., prepared in accordance with Synthesis 1974 (March), pp. 198-199) are dissolved in 810 ml of dimethyl formamide at room temperature. Then 141.3 g of potassium carbonate are suspended in this solution and 48.3 ml of methyl iodide are poured into the suspension with good stirring. The batch is then heated to 60° C. over 30 minutes and kept thereat for 6 hours. The fine suspension is thereafter poured into 6 l... The reactants are ClC1=CC(=C(C=C1N)O)C (4-chloro-2-methyl-5-aminophenol), C(C)I (ethyliodide), C(O)([O-])=O.[Na+] (sodium hydrogen carbonate), C(C)O (ethanol), C(O)([O-])=O.[Na+] (sodium hydrogen carbonate). Run in O (water). Product: CC1=C(C=C(C(=C1)Cl)NCC)O (2-methyl-4-chloro-5-ethylaminophenol). RXN SMILES: [Cl:1][C:2]1[C:7]([NH2:8])=[CH:6][C:5]([OH:9])=[C:4]([CH3:10])[CH:3]=1.[CH2:11](I)[CH3:12].C(=O)([O-])O.[Na+].C(O)C>O>[CH3:10][C:4]1[CH:3]=[C:2]([Cl:1])[C:7]([NH:8][CH2:11][CH3:12])=[CH:6][C:5]=1[OH:9] |f:2.3|. Procedure: A mixture of 3 g of 4-chloro-2-methyl-5-aminophenol (0.016 mol), 2.6 g of ethyliodide (0.017 mol), 1.35 g of sodium hydrogen carbonate (0.016 mol) and 30 ml of ethanol was refluxed for 7 hours. After cooling and dilution with 50 ml of water, the solution was neutralized with a sodium hydrogen carbonate solution and then extracted three times with 50 ml of ethylacetate. The extract was dried over sodium sulfate and concentrated to dryness. The residue was recrystallized from toluene. Beige crysta...